Dataset: the Open Reaction Database (ORD), a public repository of structured organic reaction records. Task: describe an organic reaction: reactants, conditions, products, and yield The reactants are CCOCC, COc1ccc(N2CCN(c3c(C)c(C)c4c(c3C)C(=O)C(C)(C)O4)CC2)cc1, CCOC(C)=O, [Li]C, C1CCOC1, O. Yields the product COc1ccc(N2CCN(c3c(C)c(C)c4c(c3C)C(C)(O)C(C)(C)O4)CC2)cc1. RXN SMILES: [CH2:1]([O:2][CH2:3][CH3:4])[CH3:5].[CH3:13][O:14][c:15]1[cH:16][cH:17][c:18]([N:21]2[CH2:22][CH2:23][N:24]([c:27]3[c:28]([CH3:41])[c:29]([CH3:40])[c:30]4[c:31]([c:38]3[CH3:39])[C:32](=[O:37])[C:33]([CH3:35])([CH3:36])[O:34]4)[CH2:25][CH2:26]2)[cH:19][cH:20]1.[CH3:42][CH2:43][O:44][C:45](=[O:46])[CH3:47].[CH3:6][Li:7].[O:8]1[CH2:9][CH2:10][CH2:11][CH2:12]1.[OH2:48]>>[CH3:1][C:32]1([OH:37])[c:31]2[c:30]([c:29]([CH3:40])[c:28]([CH3:41])[c:27]([N:24]3[CH2:23][CH2:22][N:21]([c:18]4[cH:17][cH:16][c:15]([O:14][CH3:13])[cH:20][cH:19]4)[CH2:26][CH2:25]3)[c:38]2[CH3:39])[O:34][C:33]1([CH3:35])[CH3:36]. Starting materials: PEPPSI-IPr, II (iodine), [Li+].[Br-] (LiBr), organozinc, BrCCCCCCCCCCCOC1OCCCC1 (Br(CH2)11OTHP), C(C)(=O)OCCCCCCBr (6-bromohexyl acetate), organozinc. The reagents and catalysts are [Zn] (Zn), [Zn] (zinc), [Zn] (zinc), II (I2). The solvent is CN1CCN(C1=O)C (DMI), CN1CCN(C1=O)C.C1CCOC1 (DMI THF), CN1CCN(C1=O)C (DMI), C1CCOC1 (THF). Reaction conditions: time 5 minute. The product is C(C)(=O)OCCCCCCCCCCCCCCCCCOC1OCCCC1 (Tetrahydro-2-(17-acetoxyheptadecyloxy)-2H-pyran). Yield: 93.0%. RXN SMILES: II.[C:3]([O:6][CH2:7][CH2:8][CH2:9][CH2:10][CH2:11][CH2:12]Br)(=[O:5])[CH3:4].[Li+].[Br-].Br[CH2:17][CH2:18][CH2:19][CH2:20][CH2:21][CH2:22][CH2:23][CH2:24][CH2:25][CH2:26][CH2:27][O:28][CH:29]1[CH2:34][CH2:33][CH2:32][CH2:31][O:30]1>C1COCC1.CN1C(=O)N(C)CC1.C1COCC1.CN1C(=O)N(C)CC1.[Zn].II>[C:3]([O:6][CH2:7][CH2:8][CH2:9][CH2:10][CH2:11][CH2:12][CH2:17][CH2:18][CH2:19][CH2:20][CH2:21][CH2:22][CH2:23][CH2:24][CH2:25][CH2:26][CH2:27][O:28][CH:29]1[CH2:34][CH2:33][CH2:32][CH2:31][O:30]1)(=[O:5])[CH3:4] |f:2.3,6.7|. Reported procedure: In a 50-ml flask, zinc powder (98 mg, 1.5 mmol) was dried at 70° C. under high vacuum for 30 min. After back-filling with nitrogen, DMI (25 ml) was added followed by solid I2 (380 mg, 1.53 mmol) for Zn activation. The iodine color disappeared after stirring for 5 min. Neat 6-bromohexyl acetate (6.83 g, 30.61 mmol) was added and the mixture was stirred at 65-80° C. for 2-14 h, cooled to the room temperature, excess zinc was allowed to settle, and the organozinc solution 46 was transferred via can... Reactants: Ice water, [OH-].[Na+] (sodium hydroxide), C(C1=CC=CC=C1)N1N=CC(=C1C)C(C)=O (1-(1-benzyl-5-methyl-1H-pyrazol-4-yl)ethanone), Cl.NO (hydroxylamine hydrochloride), P(=O)(Cl)(Cl)Cl (phosphorus oxychloride), CN(C=O)C (N,N-dimethylformamide). Conditions: time 15 minute. Product: C(C1=CC=CC=C1)N1N=CC(=C1C)/C(=C/C#N)/Cl ((2Z)-3-(1-benzyl-5-methyl-1H-pyrazol-4-yl)-3-chloroprop-2-enenitrile). The yield is 43.4%. As a reaction SMILES: P(Cl)(Cl)(Cl)=O.[CH2:6]([N:13]1[C:17]([CH3:18])=[C:16]([C:19](=O)[CH3:20])[CH:15]=[N:14]1)[C:7]1[CH:12]=[CH:11][CH:10]=[CH:9][CH:8]=1.[ClH:22].NO.[OH-].[Na+].C[N:28]([CH3:31])C=O>>[CH2:6]([N:13]1[C:17]([CH3:18])=[C:16](/[C:19](/[Cl:22])=[CH:20]/[C:31]#[N:28])[CH:15]=[N:14]1)[C:7]1[CH:12]=[CH:11][CH:10]=[CH:9][CH:8]=1 |f:2.3,4.5|. Procedure: To N,N-dimethylformamide (17.55 g) was added phosphorus oxychloride (36.8 g) by small portions under ice-cooling, the mixture was stirred at room temperature for 15 min. Thereto was added 1-(1-benzyl-5-methyl-1H-pyrazol-4-yl)ethanone (12.86 g) produced above by small portions under ice-cooling, and the reaction mixture was stirred at 50° C. for 30 min. Thereto was added a powder (33.40 g) of hydroxylamine hydrochloride at 50° C. by small portions, and the reaction mixture was stirred at 50° C. f... Starting materials: C1(=CC=CC=C1)C(N1C(C(C2=CC=C(C=C12)F)C=1C(=CC2=C(CCO2)C1)O)=O)C1=CC=CC=C1 (1-(diphenylmethyl)-6-fluoro-3-(6-hydroxy-2,3-dihydro-1-benzofuran-5-yl)-1,3-dihydro-2H-indol-2-one), C1(=CC=CC=C1)C(N1C(C(C2=CC=CC=C12)C1=C(C=C(C(=C1)C)OC)O)=O)C1=CC=CC=C1 (1-(diphenylmethyl)-3-(2-hydroxy-4-methoxy-5-methylphenyl)-1,3-dihydro-2H-indol-2-one). Product: C1(=CC=CC=C1)C(N1C(C2(C3=CC=C(C=C13)F)C1=C(OC2)C=C2OCCC2=C1)=O)C1=CC=CC=C1 (1′-(diphenylmethyl)-6′-fluoro-5,6-dihydrospiro[benzo[1,2-b:5,4-b′]difuran-3,3′-indol]-2′(1′H)-one). RXN SMILES: [C:1]1([CH:7]([C:29]2[CH:34]=[CH:33][CH:32]=[CH:31][CH:30]=2)[N:8]2[C:16]3[C:11](=[CH:12][CH:13]=[C:14]([F:17])[CH:15]=3)[CH:10]([C:18]3[C:19]([OH:27])=[CH:20][C:21]4[O:25][CH2:24][CH2:23][C:22]=4[CH:26]=3)[C:9]2=[O:28])[CH:6]=[CH:5][CH:4]=[CH:3][CH:2]=1.[C:35]1(C(C2C=CC=CC=2)N2C3C(=CC=CC=3)C(C3C=C(C)C(OC)=CC=3O)C2=O)C=CC=CC=1>>[C:29]1([CH:7]([C:1]2[CH:2]=[CH:3][CH:4]=[CH:5][CH:6]=2)[N:8]2[C:16]3[C:11](=[CH:12][CH:13]=[C:14]([F:17])[CH:15]=3)[C:10]3([CH2:35][O:27][C:19]4[CH:20]=[C:21]5[C:22](=[CH:26][C:18]3=4)[CH2:23][CH2:24][O:25]5)[C:9]2=[O:28])[CH:30]=[CH:31][CH:32]=[CH:33][CH:34]=1. Reported procedure: Following the procedure as described in EXAMPLE 2 and making non-critical variations using 1-(diphenylmethyl)-6-fluoro-3-(6-hydroxy-2,3-dihydro-1-benzofuran-5-yl)-1,3-dihydro-2H-indol-2-one to replace 1-(diphenylmethyl)-3-(2-hydroxy-4-methoxy-5-methylphenyl)-1,3-dihydro-2H-indol-2-one, 1′-(diphenylmethyl)-6′-fluoro-5,6-dihydrospiro[benzo[1,2-b:5,4-b′]difuran-3,3′-indol]-2′(1′H)-one was obtained (87%) as a colorless solid: mp 194-196° C. (methanol); 1H NMR (300 MHz, CDCl3) δ7.42-7.25 (m, 10H), 7.... The reactants are C(C)(C)(C)OC(NC1=C(C=C(C(=C1)C)C(F)(F)F)N)=O ((2-amino-5-methyl-4-trifluoromethyl-phenyl)-carbamic acid tert-butyl ester), C(C)(C)(C)OC(CC(=O)C1=CC(=CC=C1)C=1C(=NC=CC1)C)=O (3-[3-(2-methyl-pyridin-3-yl)-phenyl]-3-oxo-propionic acid tert-butyl ester). Product: C(C)(C)(C)OC(NC1=C(C=C(C(=C1)C)C(F)(F)F)NC(CC(=O)C1=CC(=CC=C1)C=1C(=NC=CC1)C)=O)=O ((5-Methyl-2-{3-[3-(2-methyl-pyridin-3-yl)-phenyl]-3-oxo-propionylamino}-4-trifluoromethyl-phenyl)-carbamic acid tert-butyl ester), foam. The yield is 66.0%. Reaction SMILES: [C:1]([O:5][C:6](=[O:20])[NH:7][C:8]1[CH:13]=[C:12]([CH3:14])[C:11]([C:15]([F:18])([F:17])[F:16])=[CH:10][C:9]=1[NH2:19])([CH3:4])([CH3:3])[CH3:2].C([O:25][C:26](=O)[CH2:27][C:28]([C:30]1[CH:35]=[CH:34][CH:33]=[C:32]([C:36]2[C:37]([CH3:42])=[N:38][CH:39]=[CH:40][CH:41]=2)[CH:31]=1)=[O:29])(C)(C)C>>[C:1]([O:5][C:6](=[O:20])[NH:7][C:8]1[CH:13]=[C:12]([CH3:14])[C:11]([C:15]([F:18])([F:17])[F:16])=[CH:10][C:9]=1[NH:19][C:26](=[O:25])[CH2:27][C:28]([C:30]1[CH:35]=[CH:34][CH:33]=[C:32]([C:36]2[C:37]([CH3:42])=[N:38][CH:39]=[CH:40][CH:41]=2)[CH:31]=1)=[O:29])([CH3:4])([CH3:2])[CH3:3]. Procedure details: The title compound was prepared from (2-amino-5-methyl-4-trifluoromethyl-phenyl)-carbamic acid tert-butyl ester (Example J20) (357 mg, 1.23 mmol) and 3-[3-(2-methyl-pyridin-3-yl)-phenyl]-3-oxo-propionic acid tert-butyl ester (Example K5) (383 mg, 1.23 mmol) according to the general procedure M. Obtained as a light yellow foam (426 mg, 66%). Reactants: C(=O)(O)[O-].[Na+] (NaHCO3), Cl.FC1=CC=C(C=C1)C(CCCNC([C@H](CC(C)C)NC)=O)C1=CC=C(C=C1)F ((S)-4-Methyl-2-methylamino-pentanoic acid [4,4-bis-(4-fluoro-phenyl)-butyl]-amide monohydrochloride), C(C)(C)(C)C1=CC=C(C=O)C=C1 (4-t-butylbenzaldehyde), C(C)(=O)O[BH-](OC(C)=O)OC(C)=O.[Na+] (sodium triacetoxyborohydride). Solvent: C(Cl)Cl (CH2Cl2). Conditions: time 30 minute. Product: Cl.FC1=CC=C(C=C1)C(CCCNC([C@H](CC(C)C)N(C)CC1=CC=C(C=C1)C(C)(C)C)=O)C1=CC=C(C=C1)F ((S)-2-[(4-tert-Butyl-benzyl)-methyl-amino]-4-methyl-pentanoic acid [4,4-bis-(4-fluoro-phenyl)-butyl]-amide monohydrochloride). RXN SMILES: [ClH:1].[F:2][C:3]1[CH:8]=[CH:7][C:6]([CH:9]([C:23]2[CH:28]=[CH:27][C:26]([F:29])=[CH:25][CH:24]=2)[CH2:10][CH2:11][CH2:12][NH:13][C:14](=[O:22])[C@@H:15]([NH:20][CH3:21])[CH2:16][CH:17]([CH3:19])[CH3:18])=[CH:5][CH:4]=1.[C:30]([C:34]1[CH:41]=[CH:40][C:37]([CH:38]=O)=[CH:36][CH:35]=1)([CH3:33])([CH3:32])[CH3:31].C(O[BH-](OC(=O)C)OC(=O)C)(=O)C.[Na+].C([O-])(O)=O.[Na+]>C(Cl)Cl>[ClH:1].[F:2][C:3]1[CH:4]=[CH:5][C:6]([CH:9]([C:23]2[CH:28]=[CH:27][C:26]([F:29])=[CH:25][CH:24]=2)[CH2:10][CH2:11][CH2:12][NH:13][C:14](=[O:22])[C@@H:15]([N:20]([CH2:38][C:37]2[CH:40]=[CH:41][C:34]([C:30]([CH3:33])([CH3:32])[CH3:31])=[CH:35][CH:36]=2)[CH3:21])[CH2:16][CH:17]([CH3:19])[CH3:18])=[CH:7][CH:8]=1 |f:0.1,3.4,5.6,8.9|. Procedure: (S)-4-Methyl-2-methylamino-pentanoic acid [4,4-bis-(4-fluoro-phenyl)-butyl]-amide monohydrochloride (0.25 g, 0.58 mmol, Example 12) and 4-t-butylbenzaldehyde (94 mg, 0.58 mmol, Aldrich, Milwaukee, Wis.) were mixed in CH2Cl2 (10 mL). After stirring at ambient temperature under nitrogen atmosphere for 30 minutes, the solution was cooled to 0° C. in an ice-water bath. To this solution was added sodium triacetoxyborohydride (0.18 g, 0.87 mmol). The resulting reaction mixture was stirred for, in succ... Product: COc1ccc(C(O)c2ccccc2)cc1OC1CCCC1. Reaction SMILES: [Br:1][c:2]1[cH:3][cH:4][cH:5][cH:6][cH:7]1.[CH2:28]1[O:29][CH2:30][CH2:31][CH2:32]1.[CH:10]1([O:15][c:16]2[cH:17][c:18]([CH:19]=[O:20])[cH:21][cH:22][c:23]2[O:24][CH3:25])[CH2:11][CH2:12][CH2:13][CH2:14]1.[Cl-:26].[I:9].[Mg:8].[NH4+:27]>>[c:2]1([CH:19]([c:18]2[cH:17][c:16]([O:15][CH:10]3[CH2:11][CH2:12][CH2:13][CH2:14]3)[c:23]([O:24][CH3:25])[cH:22][cH:21]2)[OH:20])[cH:3][cH:4][cH:5][cH:6][cH:7]1. Starting materials: Brc1ccccc1, C1CCOC1, COc1ccc(C=O)cc1OC1CCCC1, [Cl-], I, [Mg], [NH4+]. The reactants are NC1=C(C=C(OC2=CC=NC3=CC(=C(C=C23)C(=O)OC)OCCOC)C=C1)Cl (Methyl 4-(4-amino-3-chlorophenoxy)-7-(2-methoxyethoxy)-6-quinolinecarboxylate), N1=CC=CC=C1 (pyridine), O1CCCC1 (tetrahydrofuran), N1=CC=CC=C1 (pyridine), ClC(=O)OC1=CC=CC=C1 (phenyl chloroformate), ClC(=O)OC1=CC=CC=C1 (phenyl chloroformate). Run in O (Water). Reaction conditions: time 40 minute. The product is ClC=1C=C(OC2=CC=NC3=CC(=C(C=C23)C(=O)OC)OCCOC)C=CC1NC(=O)OC1=CC=CC=C1 (Methyl 4-{3-chloro-4-[(phenoxycarbonyl)amino]phenoxy}-7-(2-methoxyethoxy)-6-quinolinecarboxylate). Reaction SMILES: [NH2:1][C:2]1[CH:27]=[CH:26][C:5]([O:6][C:7]2[C:16]3[C:11](=[CH:12][C:13]([O:21][CH2:22][CH2:23][O:24][CH3:25])=[C:14]([C:17]([O:19][CH3:20])=[O:18])[CH:15]=3)[N:10]=[CH:9][CH:8]=2)=[CH:4][C:3]=1[Cl:28].N1C=CC=CC=1.O1CCCC1.Cl[C:41]([O:43][C:44]1[CH:49]=[CH:48][CH:47]=[CH:46][CH:45]=1)=[O:42]>O>[Cl:28][C:3]1[CH:4]=[C:5]([CH:26]=[CH:27][C:2]=1[NH:1][C:41]([O:43][C:44]1[CH:49]=[CH:48][CH:47]=[CH:46][CH:45]=1)=[O:42])[O:6][C:7]1[C:16]2[C:11](=[CH:12][C:13]([O:21][CH2:22][CH2:23][O:24][CH3:25])=[C:14]([C:17]([O:19][CH3:20])=[O:18])[CH:15]=2)[N:10]=[CH:9][CH:8]=1. Reported procedure: Methyl 4-(4-amino-3-chlorophenoxy)-7-(2-methoxyethoxy)-6-quinolinecarboxylate (3.2 g), pyridine (0.71 ml) and tetrahydrofuran (50 ml) were stirred while cooling on ice, and then 1.1 ml of phenyl chloroformate was added dropwise. After 40 minutes, 0.8 ml of pyridine and 1.1 ml of phenyl chloroformate were added and the mixture was stirred for an additional 10 minutes. Water was added, extraction was performed with ethyl acetate, and the extract solution was passed through a glass filter coated wi... Starting materials: ON(C)CC1=CC=C(O1)CO (5-[[Hydroxy(methyl)amino]methyl]-2-furanmethanol), Cl.NCCS (2-aminoethanethiol hydrochloride). The solvent is Cl (hydrochloric acid). Yields the product Cl.Cl.NCCSCC1=CC=C(O1)CN(C)O (5-[[(2-Aminoethyl)thio]methyl]-N-hydroxy-N-methyl-2-furanmethanamine, dihydrochloride). Yield: 125.9%. Reaction SMILES: [OH:1][N:2]([CH2:4][C:5]1[O:9][C:8]([CH2:10]O)=[CH:7][CH:6]=1)[CH3:3].[ClH:12].[NH2:13][CH2:14][CH2:15][SH:16]>Cl>[ClH:12].[ClH:12].[NH2:13][CH2:14][CH2:15][S:16][CH2:10][C:8]1[O:9][C:5]([CH2:4][N:2]([OH:1])[CH3:3])=[CH:6][CH:7]=1 |f:1.2,4.5.6|. Procedure details: 5-[[Hydroxy(methyl)amino]methyl]-2-furanmethanol (7.85 g) was added to a stirred solution of 2-aminoethanethiol hydrochloride (5.68 g) in concentrated hydrochloric acid (15 ml) at 0° during 45 mins. After 48 hr at 0° the crystalline solid which separated was mixed with isopropanol (40 ml), filtered and crystallised from ethanol to give the title compound (9.1 g) m.p. 164°-165° dec. Reactants: Cl (hydrogen chloride), NC(N)=NC=1SC=C(N1)C=1OC(=CC1)CNC(=O)N (2-(diaminomethyleneamino)-4-(5-ureidomethylfuran-2-yl)thiazole), C(C)(C)OC(C)C (isopropyl ether). Run in CO (methanol), CO (methanol). Product: Cl.NC(N)=NC=1SC=C(N1)C=1OC(=CC1)CNC(=O)N (2-(diaminomethyleneamino)-4-(5-ureidomethylfuran-2-yl)thiazole hydrochloride). Reaction SMILES: [NH2:1][C:2](=[N:4][C:5]1[S:6][CH:7]=[C:8]([C:10]2[O:11][C:12]([CH2:15][NH:16][C:17]([NH2:19])=[O:18])=[CH:13][CH:14]=2)[N:9]=1)[NH2:3].[ClH:20].C(OC(C)C)(C)C>CO>[ClH:20].[NH2:1][C:2](=[N:4][C:5]1[S:6][CH:7]=[C:8]([C:10]2[O:11][C:12]([CH2:15][NH:16][C:17]([NH2:19])=[O:18])=[CH:13][CH:14]=2)[N:9]=1)[NH2:3] |f:4.5|. Procedure details: To a mixture of 2-(diaminomethyleneamino)-4-(5-ureidomethylfuran-2-yl)thiazole (15.4 g) in methanol (160 ml) was added a solution of 19% (W/V) hydrogen chloride in methanol (31.6 ml) and the mixture was stirred for an hour at ambient temperature. To a reaction mixture was added a isopropyl ether and the isolated precipitate was collected by filtration. The precipitate was recrystallized from an aqueous ethanol to give 2-(diaminomethyleneamino)-4-(5-ureidomethylfuran-2-yl)thiazole hydrochloride (...